The task is: describe an organic reaction: reactants, conditions, products, and yield. This data is from the Open Reaction Database (ORD), a public repository of structured organic reaction records. The product is NC(Cc1cccnc1)CN1C(=O)c2ccccc2C1=O. Starting materials: CC(C)(C)N(C(=O)[O-])C(Cc1cccnc1)CN1C(=O)c2ccccc2C1=O, ClCCl, Cl, C1COCCO1. As a reaction SMILES: [CH3:1][C:2]([N:5]([C:3](=[O:4])[O-:6])[CH:9]([CH2:10][N:11]1[C:12](=[O:21])[c:13]2[cH:14][cH:15][cH:16][cH:17][c:18]2[C:19]1=[O:20])[CH2:22][c:23]1[cH:24][n:25][cH:26][cH:27][cH:28]1)([CH3:7])[CH3:8].[Cl:30][CH2:31][Cl:32].[ClH:29].[O:33]1[CH2:34][CH2:35][O:36][CH2:37][CH2:38]1>>[NH2:5][CH:9]([CH2:10][N:11]1[C:12](=[O:21])[c:13]2[cH:14][cH:15][cH:16][cH:17][c:18]2[C:19]1=[O:20])[CH2:22][c:23]1[cH:24][n:25][cH:26][cH:27][cH:28]1.